This data is from the Open Reaction Database (ORD), a public repository of structured organic reaction records. The task is: describe an organic reaction: reactants, conditions, products, and yield Reactants: COC(C1=CC(=CC=C1)OC1=NC(=CC=C1)\C=C\C(CCCCCCCC)O)=O (3-{6-[(1E)-(3RS)-3-hydroxy-1-undecenyl]-2-pyridyloxy}-benzoic acid methyl ester), 1, [OH-].[Na+] (sodium hydroxide). Solvent: CO (methanol). Yields the product OC(/C=C/C1=CC=CC(=N1)OC=1C=C(C(=O)O)C=CC1)CCCCCCCC (3-{6-[(1E)-(3RS)-3-Hydroxy-1-undecenyl]-2-pyridyloxy}-benzoic acid). The yield is 75.2%. As a reaction SMILES: C[O:2][C:3](=[O:29])[C:4]1[CH:9]=[CH:8][CH:7]=[C:6]([O:10][C:11]2[CH:16]=[CH:15][CH:14]=[C:13](/[CH:17]=[CH:18]/[CH:19]([OH:28])[CH2:20][CH2:21][CH2:22][CH2:23][CH2:24][CH2:25][CH2:26][CH3:27])[N:12]=2)[CH:5]=1.[OH-].[Na+]>CO>[OH:28][CH:19]([CH2:20][CH2:21][CH2:22][CH2:23][CH2:24][CH2:25][CH2:26][CH3:27])/[CH:18]=[CH:17]/[C:13]1[N:12]=[C:11]([O:10][C:6]2[CH:5]=[C:4]([CH:9]=[CH:8][CH:7]=2)[C:3]([OH:29])=[O:2])[CH:16]=[CH:15][CH:14]=1 |f:1.2|. Procedure details: Under the conditions of example 2, 40 mg of 3-{6-[(1E)-(3RS)-3-hydroxy-1-undecenyl]-2-pyridyloxy}-benzoic acid methyl ester in 1 ml of methanol is saponified with 1 ml of 1 n sodium hydroxide solution and worked up. 29 mg of the title compound of melting point 85°-87° C. is obtained. The reactants are CCOC(=O)CBr, CCOC(C)=O, [Cl-], CC(C)(C)OC(=O)N1CCCC(C(O)c2cccc(Cl)c2)C1, [H-], [NH4+], [Na+], CN(C)C=O. Yields the product CCOC(=O)COC(c1cccc(Cl)c1)C1CCCN(C(=O)OC(C)(C)C)C1. As a reaction SMILES: [Br:25][CH2:26][C:27](=[O:28])[O:29][CH2:30][CH3:31].[CH3:39][CH2:40][O:41][C:42]([CH3:43])=[O:44].[Cl-:32].[Cl:3][c:4]1[cH:5][c:6]([CH:10]([CH:11]2[CH2:12][N:13]([C:17](=[O:18])[O:19][C:20]([CH3:21])([CH3:22])[CH3:23])[CH2:14][CH2:15][CH2:16]2)[OH:24])[cH:7][cH:8][cH:9]1.[H-:2].[NH4+:33].[Na+:1].[O:34]=[CH:35][N:36]([CH3:37])[CH3:38]>>[Cl:3][c:4]1[cH:5][c:6]([CH:10]([CH:11]2[CH2:12][N:13]([C:17](=[O:18])[O:19][C:20]([CH3:21])([CH3:22])[CH3:23])[CH2:14][CH2:15][CH2:16]2)[O:24][CH2:26][C:27](=[O:28])[O:29][CH2:30][CH3:31])[cH:7][cH:8][cH:9]1. Reactants: [Al+3], C1CCOC1, CCCn1cc(C(=O)OC)nn1, [H-], [H-], [H-], [H-], [Li+], [Na+], [Na+], O=S([O-])([O-])=S. The product is CCCn1cc(CO)nn1. As a reaction SMILES: [Al+3:3].[CH2:26]1[O:27][CH2:28][CH2:29][CH2:30]1.[CH2:7]([CH2:8][CH3:9])[n:10]1[n:11][n:12][c:13]([C:15](=[O:16])[O:17][CH3:18])[cH:14]1.[H-:1].[H-:4].[H-:5].[H-:6].[Li+:2].[Na+:24].[Na+:25].[S:19]([O-:20])([O-:21])(=[O:22])=[S:23]>>[CH2:7]([CH2:8][CH3:9])[n:10]1[n:11][n:12][c:13]([CH2:15][OH:16])[cH:14]1. Reactants: CC1=NCN(C(=C1C(=O)OCC)C1=CC(=CC=C1)[N+](=O)[O-])S(=O)(=O)C1=CC=CC=C1 (4-methyl -6-(3-nitrophenyl)-1-(phenylsulfonyl)-5pyrimidinecarboxylic acid, ethyl ester), FC(C(=O)O)(F)F (trifluoroacetic acid), C(C)S (ethanethiol). Run in ClCCl (dichloromethane). Yields the product CC1=C(C(N(C(N1)=S)S(=O)(=O)C1=CC=CC=C1)C1=CC(=CC=C1)[N+](=O)[O-])C(=O)OCC (1, 2, 3, 4-Tetrahydro-6-methyl-4-(3-nitrophenyl)-3-(phenylsulfonyl) -2-thioxo-5-pyrimidinecarboxylic acid, ethyl ester). As a reaction SMILES: [CH3:1][C:2]1[C:7]([C:8]([O:10][CH2:11][CH3:12])=[O:9])=[C:6]([C:13]2[CH:18]=[CH:17][CH:16]=[C:15]([N+:19]([O-:21])=[O:20])[CH:14]=2)[N:5]([S:22]([C:25]2[CH:30]=[CH:29][CH:28]=[CH:27][CH:26]=2)(=[O:24])=[O:23])[CH2:4][N:3]=1.FC(F)(F)C(O)=O.C([SH:40])C>ClCCl>[CH3:1][C:2]1[NH:3][C:4](=[S:40])[N:5]([S:22]([C:25]2[CH:30]=[CH:29][CH:28]=[CH:27][CH:26]=2)(=[O:24])=[O:23])[CH:6]([C:13]2[CH:18]=[CH:17][CH:16]=[C:15]([N+:19]([O-:21])=[O:20])[CH:14]=2)[C:7]=1[C:8]([O:10][CH2:11][CH3:12])=[O:9]. Procedure details: A solution of 0.95 g (0.0016 mole) of 1, 6-dihydro-2-[(4-methoxyphenyl)methyl]thio]-4-methyl -6-(3-nitrophenyl)-1-(phenylsulfonyl)-5pyrimidinecarboxylic acid, ethyl ester, 0.6 ml (0.0066 mole) of trifluoroacetic acid and 0.24 g (0.0037 mole) of ethanethiol in 20 ml of dichloromethane was stirred at room temperature overnight. The solvent was evaporated and the residue (solid) was treated with isopropyl ether to give 0.68 g of the title compound as a colorless solid, melting point 162°-164° C. An...